describe an organic reaction: reactants, conditions, products, and yield From a dataset of the Open Reaction Database (ORD), a public repository of structured organic reaction records. Starting materials: CC1=C(C=NC=C1)N1C(NCC1)=O (1-(4-methyl-pyridin-3-yl)-imidazolidin-2-one), BrC=1C=C2C=NN(C2=CC1)C (5-bromo-1-methyl-1H-indazole), trans-L2-diamino cyclohexane, P(=O)([O-])([O-])[O-].[K+].[K+].[K+] (potassium phosphate). The reagents and catalysts are [Cu](I)I (copper iodide). Solvent: O1CCOCC1 (1,4-dioxane). Yields the product CN1N=CC2=CC(=CC=C12)N1C(N(CC1)C=1C=NC=CC1C)=O (1-(1-Methyl-1H-indazol-5-yl)-3-(4-methyl-pyridin-3-yl)-imidazolidin-2-one). Isolated yield 32.8%. Reaction SMILES: [CH3:1][C:2]1[CH:7]=[CH:6][N:5]=[CH:4][C:3]=1[N:8]1[CH2:12][CH2:11][NH:10][C:9]1=[O:13].Br[C:15]1[CH:16]=[C:17]2[C:21](=[CH:22][CH:23]=1)[N:20]([CH3:24])[N:19]=[CH:18]2.P([O-])([O-])([O-])=O.[K+].[K+].[K+]>[Cu](I)I.O1CCOCC1>[CH3:24][N:20]1[C:21]2[C:17](=[CH:16][C:15]([N:10]3[CH2:11][CH2:12][N:8]([C:3]4[CH:4]=[N:5][CH:6]=[CH:7][C:2]=4[CH3:1])[C:9]3=[O:13])=[CH:23][CH:22]=2)[CH:18]=[N:19]1 |f:2.3.4.5|. Reported procedure: Using the same reaction conditions as in Example 14, 1-(4-methyl-pyridin-3-yl)-imidazolidin-2-one (I-14b: 100 mg, 0.5649 mmol) was reacted with 5-bromo-1-methyl-1H-indazole (142 mg, 0.6794 mmol), 1,4-dioxane (15 mL), copper iodide (10 mg, 0.0526 mmol), trans-L2-diamino cyclohexane (19 mg, 0.1666 mmol) and potassium phosphate (36 mg, 1.698 mmol) to afford the crude product. Purification by column chromatography on silica gel (2% MeOH in CHCl3) afforded 57 mg of the product (32.94% yield).